The task is: describe an organic reaction: reactants, conditions, products, and yield. This data is from the Open Reaction Database (ORD), a public repository of structured organic reaction records. Starting materials: CC(C(=O)Cl)(C)C (Trimethylacetyl chloride), ClC1=C(C=C(C=C1)CC(=O)O)F (2-(4-chloro-3-fluorophenyl)acetic acid), TEA, anhydride, [Li]CCCC (n-BuLi), C(C1=CC=CC=C1)[C@H]1NC(OC1)=O ((R)-4-benzyloxazolidin-2-one), C(C1=CC=CC=C1)[C@H]1NC(OC1)=O ((R)-4-benzyloxazolidin-2-one). Solvent: C1CCOC1 (THF), C1CCOC1 (THF). Reaction conditions: time 20 minute. Product: C(C1=CC=CC=C1)[C@H]1N(C(OC1)=O)C(CC1=CC(=C(C=C1)Cl)F)=O ((R)-4-benzyl-3-(2-(4-chloro-3-fluorophenyl)acetyl)oxazolidin-2-one). Yield: 60.3%. Reaction SMILES: CC(C)(C)C(Cl)=O.[Cl:8][C:9]1[CH:14]=[CH:13][C:12]([CH2:15][C:16]([OH:18])=O)=[CH:11][C:10]=1[F:19].[Li]CCCC.[CH2:25]([C@@H:32]1[CH2:36][O:35][C:34](=[O:37])[NH:33]1)[C:26]1[CH:31]=[CH:30][CH:29]=[CH:28][CH:27]=1>C1COCC1>[CH2:25]([C@@H:32]1[CH2:36][O:35][C:34](=[O:37])[N:33]1[C:16](=[O:18])[CH2:15][C:12]1[CH:13]=[CH:14][C:9]([Cl:8])=[C:10]([F:19])[CH:11]=1)[C:26]1[CH:27]=[CH:28][CH:29]=[CH:30][CH:31]=1. Procedure: Trimethylacetyl chloride (1.68 g, 13.9 mmol) was added to a solution of 2-(4-chloro-3-fluorophenyl)acetic acid (2.50 g, 13.3 mmol) and TEA (d. 0.726; 2.00 mL, 14.3 mmol) in dry THF (100 mL) at 0° C. and stirred at room temperature. In a separate flask, n-BuLi (6.424 mL, 14.58 mmol) was added to (R)-4-benzyloxazolidin-2-one (2.47 g, 13.9 mmol) in dry THF (100 mL) at −78° C. The reaction was strirred for 20 minutes at −78° C., and then the (R)-4-benzyloxazolidin-2-one solution was added dropwise t... Starting materials: C(Cl)Cl (CH2Cl2), C(=O)([O-])[O-].[Na+].[Na+] (Na2CO3), ClC1=C(C#N)C=CC(=C1)B1OC(C(O1)(C)C)(C)C (2-chloro-4-(4,4,5,5-tetramethyl-1,3,2-dioxaborolan-2-yl)benzonitrile), BrC=1C=NC=CC1C1OCC1 (3-bromo-4-(oxetan-2-yl)pyridine). The reagents and catalysts are C1=CC=C(C=C1)P([C-]2C=CC=C2)C3=CC=CC=C3.C1=CC=C(C=C1)P([C-]2C=CC=C2)C3=CC=CC=C3.Cl[Pd]Cl.[Fe+2] (PdCl2(dppf)). Solvent: CN(C)C=O (DMF), CCOC(=O)C (EtOAc). Run at temperature 100 celsius. Product: ClC1=C(C#N)C=CC(=C1)C=1C=NC=CC1C1OCC1 (2-chloro-4-(4-(oxetan-2-yl)pyridin-3-yl)benzonitrile). Isolated yield 9.2%. As a reaction SMILES: [Cl:1][C:2]1[CH:9]=[C:8](B2OC(C)(C)C(C)(C)O2)[CH:7]=[CH:6][C:3]=1[C:4]#[N:5].Br[C:20]1[CH:21]=[N:22][CH:23]=[CH:24][C:25]=1[CH:26]1[CH2:29][CH2:28][O:27]1.C(Cl)Cl.C([O-])([O-])=O.[Na+].[Na+]>CN(C=O)C.CCOC(C)=O.C1C=CC(P(C2C=CC=CC=2)[C-]2C=CC=C2)=CC=1.C1C=CC(P(C2C=CC=CC=2)[C-]2C=CC=C2)=CC=1.Cl[Pd]Cl.[Fe+2]>[Cl:1][C:2]1[CH:9]=[C:8]([C:20]2[CH:21]=[N:22][CH:23]=[CH:24][C:25]=2[CH:26]2[CH2:29][CH2:28][O:27]2)[CH:7]=[CH:6][C:3]=1[C:4]#[N:5] |f:3.4.5,8.9.10.11|. Procedure: To the solution of 2-chloro-4-(4,4,5,5-tetramethyl-1,3,2-dioxaborolan-2-yl)benzonitrile (569 mg, 2.16 mmol), 3-bromo-4-(oxetan-2-yl)pyridine (462 mg, 2.16 mmol) and PdCl2(dppf).CH2Cl2 adduct (176 mg, 0.216 mmol) in DMF (10 mL) was added a solution of Na2CO3. (2 M, 2.70 ml, 5.40 mmol) under Nitrogen atmosphere. The mixture was stirred and heated at 100° C. for 4 hrs. Reaction mixture was cooled to room temperature and diluted with EtOAc. The organic layer was washed with water and brine. The aque...